From a dataset of the Open Reaction Database (ORD), a public repository of structured organic reaction records. describe an organic reaction: reactants, conditions, products, and yield Reactants: BrC=1C(=C(C=CC1)N)OC (3-Bromo-2-methoxy-phenylamine), NO (NH2OH), OS(=O)(=O)O (H2SO4), Cl (HCl), ClC(C(O)O)(Cl)Cl (chloral hydrate), [O-]S(=O)(=O)[O-].[Na+].[Na+] (Na2SO4). Run in O (H2O), O (H2O). Reaction conditions: temperature 75 celsius, time 1 hour. Product: BrC=1C(=C(C=CC1)NC(C=NO)=O)OC (N-(3-Bromo-2-methoxy-phenyl)-2-hydroxyimino-acetamide). As a reaction SMILES: [Br:1][C:2]1[C:3]([O:9][CH3:10])=[C:4]([NH2:8])[CH:5]=[CH:6][CH:7]=1.[NH2:11][OH:12].OS(O)(=O)=O.Cl.Cl[C:20](Cl)(Cl)[CH:21]([OH:23])O.[O-]S([O-])(=O)=O.[Na+].[Na+]>O>[Br:1][C:2]1[C:3]([O:9][CH3:10])=[C:4]([NH:8][C:21](=[O:23])[CH:20]=[N:11][OH:12])[CH:5]=[CH:6][CH:7]=1 |f:5.6.7|. Reported procedure: A mixture of 3-Bromo-2-methoxy-phenylamine (10 g, 0.05 mol), NH2OH.H2SO4 (48.73 g, 0.3 mol), conc. HCl (5 mL) in H2O (50 mL) is slowly added to the solution of chloral hydrate (9 g, 0.05 mol), Na2SO4 (42.18 g, 0.3 mol) in H2O (200 mL) then stirred at 35° C. for 1 h, 52° C. for 1.5 h, 75° C. for 1 h. After the reaction, the mixture is filtered and the solid is dried under vacuum to give the desired compound. Reaction SMILES: CCCC[CH2:5][CH2:6][CH2:7][CH2:8][CH2:9][CH2:10][CH3:11].[CH3:12]CCCCC.[C:18]([OH:21])(=O)[CH3:19]>>[CH3:12][C:10](=[CH:9][CH2:8][CH2:7][C:6](=[CH:19][CH:18]=[O:21])[CH3:5])[CH3:11]. Procedure: The following were charged into the aqueous phase: undecane, N-oxide, hexane (same quantities as above) and a supplementary amount of acetic acid (0.6 g). The mixture was then heated for 1 hour and the procedure was thereafter as before. Nine conversions were performed in this manner on the same catalytic lower layer. The yields of citral are given in the following table: Yields the product CC(C)=CCCC(C)=CC=O (citral). Starting materials: CCCCCCCCCCC (undecane), C(C)(=O)O (acetic acid), N-oxide, CCCCCC (hexane). Reactants: O.C1(=CC=C(C=C1)S(=O)(=O)O)C (p-toluenesulfonic acid monohydrate), BrCCC(=O)O (3-bromopropionic acid), C(C1=CC=CC=C1)O (benzyl alcohol). Solvent: C1=CC=CC=C1 (benzene). The product is C(C1=CC=CC=C1)OC(CCBr)=O (Benzyl-3-bromopropionate). The yield is 56.0%. Reaction SMILES: O.[C:2]1([CH3:12])[CH:7]=[CH:6][C:5](S(O)(=O)=O)=[CH:4][CH:3]=1.[Br:13][CH2:14][CH2:15][C:16]([OH:18])=[O:17].C(O)C1C=CC=CC=1>C1C=CC=CC=1>[CH2:12]([O:18][C:16](=[O:17])[CH2:15][CH2:14][Br:13])[C:2]1[CH:7]=[CH:6][CH:5]=[CH:4][CH:3]=1 |f:0.1|. Procedure details: A spatula tip full of p-toluenesulfonic acid monohydrate was added to a solution of 3-bromopropionic acid (20.49 g, 0.134 mol) and benzyl alcohol (15 mL, ~ 15.7 g, 0.145 mol) in benzene (150 mL). A Dean-Stark trap was fitted to the reaction vessel and the solution was held at reflux with overnight stirring. After 16 hr at reflux, the reaction was cooled, washed with saturated sodium bicarbonate, dried (Na2SO4), and concentrated to an oil (28.78 g). Fractional distillation at reduced pressure (0.... Starting materials: O=C([O-])[O-], CCOC(=O)C(CC(C)=O)=NOC, CCOC(C)=O, Cl, CC(C)CI, [K+], [K+], CN(C)C=O. Product: CCOC(=O)C(=NOC)C(CC(C)C)C(C)=O. As a reaction SMILES: [C:14](=[O:15])([O-:16])[O-:17].[CH2:1]([CH3:2])[O:3][C:4]([C:5]([CH2:6][C:7]([CH3:8])=[O:9])=[N:10][O:11][CH3:12])=[O:13].[CH3:31][CH2:32][O:33][C:34]([CH3:35])=[O:36].[ClH:25].[I:20][CH2:21][CH:22]([CH3:23])[CH3:24].[K+:18].[K+:19].[O:26]=[CH:27][N:28]([CH3:29])[CH3:30]>>[CH2:1]([CH3:2])[O:3][C:4]([C:5]([CH:6]([C:7]([CH3:8])=[O:9])[CH2:21][CH:22]([CH3:23])[CH3:24])=[N:10][O:11][CH3:12])=[O:13]. Starting materials: N1CCOCC1 (morpholine), NC1=C(C=NN1C1=CC=C(C=C1)F)C(C1=CC(=CC=C1)C(CBr)=O)=O (5-amino-4-[3-(2-bromoacetyl)benzoyl]-1-(4-fluorophenyl)pyrazole). Run in CN(C=O)C (dimethylformamide), CN(C=O)C (dimethylformamide), [Cl-].[Na+].O (brine). Run at time 16 hour. Product: NC1=C(C=NN1C1=CC=C(C=C1)F)C(C1=CC(=CC=C1)C(=O)CN1CCOCC1)=O (5-amino-1-(4-fluorophenyl)-4-[3-(morpholin-4-ylmethylcarbonyl)benzoyl]pyrazole). Yield: 21.9%. As a reaction SMILES: [NH:1]1[CH2:6][CH2:5][O:4][CH2:3][CH2:2]1.[NH2:7][C:8]1[N:12]([C:13]2[CH:18]=[CH:17][C:16]([F:19])=[CH:15][CH:14]=2)[N:11]=[CH:10][C:9]=1[C:20](=[O:31])[C:21]1[CH:26]=[CH:25][CH:24]=[C:23]([C:27](=[O:30])[CH2:28]Br)[CH:22]=1>CN(C)C=O.[Cl-].[Na+].O>[NH2:7][C:8]1[N:12]([C:13]2[CH:18]=[CH:17][C:16]([F:19])=[CH:15][CH:14]=2)[N:11]=[CH:10][C:9]=1[C:20](=[O:31])[C:21]1[CH:26]=[CH:25][CH:24]=[C:23]([C:27]([CH2:28][N:1]2[CH2:6][CH2:5][O:4][CH2:3][CH2:2]2)=[O:30])[CH:22]=1 |f:3.4.5|. Reported procedure: To a solution of morpholine (0.25 ml, 2.79 mmol) in dimethylformamide (5 ml) was added a solution of 5-amino-4-[3-(2-bromoacetyl)benzoyl]-1-(4-fluorophenyl)pyrazole (0.22 g, 0.56 mmol) in dimethylformamide (5 ml). After 16 h, the reaction mixture was poured into brine and the product was extracted into ethyl acetate. The organic layer was separated, washed with brine, dried over sodium sulfate and concentrated in vacuo. The residue was purified by flash chromatography (elution gradient: ethyl ac...